This data is from the Open Reaction Database (ORD), a public repository of structured organic reaction records. The task is: describe an organic reaction: reactants, conditions, products, and yield Reaction SMILES: [C:1]([c:2]1[c:3]([OH:4])[cH:5][cH:6][cH:7][cH:8]1)(=[O:9])[O:10][CH2:11][CH3:12].[CH2:19]([CH:20]=[CH2:21])[Br:22].[K+:13].[K+:14].[O-:15][C:16]([O-:17])=[O:18].[O:23]=[CH:24][N:25]([CH3:26])[CH3:27]>>[C:1]([c:2]1[c:3]([O:4][CH2:21][CH:20]=[CH2:19])[cH:5][cH:6][cH:7][cH:8]1)(=[O:9])[O:10][CH2:11][CH3:12]. Starting materials: CCOC(=O)c1ccccc1O, C=CCBr, [K+], [K+], O=C([O-])[O-], CN(C)C=O. Yields the product C=CCOc1ccccc1C(=O)OCC. Reactants: CC(C)CNc1ccc(C(=O)c2c[nH]c3ncccc23)cn1, OCCO, [K+], NN, [OH-], O. Product: CC(C)CNc1ccc(Cc2c[nH]c3ncccc23)cn1. RXN SMILES: [CH2:1]([CH:2]([CH3:3])[CH3:4])[NH:5][c:6]1[cH:7][cH:8][c:9]([C:12](=[O:13])[c:14]2[cH:15][nH:16][c:17]3[n:18][cH:19][cH:20][cH:21][c:22]23)[cH:10][n:11]1.[CH2:28]([OH:29])[CH2:30][OH:31].[K+:26].[NH2:23][NH2:24].[OH-:25].[OH2:27]>>[CH2:1]([CH:2]([CH3:3])[CH3:4])[NH:5][c:6]1[cH:7][cH:8][c:9]([CH2:12][c:14]2[cH:15][nH:16][c:17]3[n:18][cH:19][cH:20][cH:21][c:22]23)[cH:10][n:11]1. The reactants are ClC=1C(=CC=2C3=C(C(=NC2C1)O)C(OC3O)=O)Cl ((RS)-7,8-dichloro-1,4-dihydroxy-1,3-dihydro-furo[3,4-c]quinolin-3-one), O.NN (hydrazine hydrate). The solvent is CS(=O)C (dimethyl sulphoxide). Reaction conditions: time 42 hour. Product: ClC=1C(=CC=2C3=C(C(=NC2C1)O)C(NN=C3)=O)Cl (8.9-Dichloro-5-hydroxy-3,4-dihydro-pyridazino[4,5-c]quinolin-4-one). RXN SMILES: [Cl:1][C:2]1[C:3]([Cl:18])=[CH:4][C:5]2[C:6]3[CH:15](O)[O:14][C:13](=O)[C:7]=3[C:8]([OH:12])=[N:9][C:10]=2[CH:11]=1.O.[NH2:20][NH2:21]>CS(C)=O>[Cl:1][C:2]1[C:3]([Cl:18])=[CH:4][C:5]2[C:6]3[CH:15]=[N:21][NH:20][C:13](=[O:14])[C:7]=3[C:8]([OH:12])=[N:9][C:10]=2[CH:11]=1 |f:1.2|. Procedure details: 1.76 g (0.0062 mol) of (RS)-7,8-dichloro-1,4-dihydroxy-1,3-dihydro-furo[3,4-c]quinolin-3-one were dissolved in 18 ml of dimethyl sulphoxide while gassing with argon. 0.31 g (0.0062 mol) of hydrazine hydrate was added thereto and the mixture was stirred at room temperature for 42 hrs. The suspension obtained was suction filtered and rinsed with ethyl acetate. Yield: 0.32 g (18%) of 8,9-dichloro-5-hydroxy-3,4-dihydro-pyridazino[4,5-c]quinolin-4-one as yellow crystals; m.p. >350° C.